Dataset: the Open Reaction Database (ORD), a public repository of structured organic reaction records. Task: describe an organic reaction: reactants, conditions, products, and yield Reactants: Cc1[nH]c(C=O)c(C)c1CCC(=O)O, C1CCNCC1, CCO, Cc1c(Cl)ccc2c1CC(=O)N2. Yields the product Cc1[nH]c(C=C2C(=O)Nc3ccc(Cl)c(C)c32)c(C)c1CCC(=O)O. As a reaction SMILES: [C:1](=[O:2])([OH:3])[CH2:4][CH2:5][c:6]1[c:7]([CH3:14])[nH:8][c:9]([CH:12]=[O:13])[c:10]1[CH3:11].[CH2:27]1[CH2:28][CH2:29][NH:30][CH2:31][CH2:32]1.[CH3:33][CH2:34][OH:35].[Cl:15][c:16]1[c:17]([CH3:26])[c:18]2[c:22]([cH:23][cH:24]1)[NH:21][C:20](=[O:25])[CH2:19]2>>[C:1](=[O:2])([OH:3])[CH2:4][CH2:5][c:6]1[c:7]([CH3:14])[nH:8][c:9]([CH:12]=[C:19]2[c:18]3[c:17]([CH3:26])[c:16]([Cl:15])[cH:24][cH:23][c:22]3[NH:21][C:20]2=[O:25])[c:10]1[CH3:11].